Dataset: the Open Reaction Database (ORD), a public repository of structured organic reaction records. Task: describe an organic reaction: reactants, conditions, products, and yield Starting materials: CC(C)(C)c1cccc(-c2cccc(C(O)c3ccccn3)c2)c1OCc1ccccc1, ClCCl. The product is CC(C)(C)c1cccc(-c2cccc(C(=O)c3ccccn3)c2)c1OCc1ccccc1. Reaction SMILES: [CH2:1]([c:2]1[cH:3][cH:4][cH:5][cH:6][cH:7]1)[O:8][c:9]1[c:10](-[c:19]2[cH:20][c:21]([CH:25]([OH:26])[c:27]3[n:28][cH:29][cH:30][cH:31][cH:32]3)[cH:22][cH:23][cH:24]2)[cH:11][cH:12][cH:13][c:14]1[C:15]([CH3:16])([CH3:17])[CH3:18].[Cl:33][CH2:34][Cl:35]>>[CH2:1]([c:2]1[cH:3][cH:4][cH:5][cH:6][cH:7]1)[O:8][c:9]1[c:10](-[c:19]2[cH:20][c:21]([C:25](=[O:26])[c:27]3[n:28][cH:29][cH:30][cH:31][cH:32]3)[cH:22][cH:23][cH:24]2)[cH:11][cH:12][cH:13][c:14]1[C:15]([CH3:16])([CH3:17])[CH3:18]. Starting materials: CC1=CC=C(C=CC(=O)OC)C=C1 (methyl 4-methylcinnamate), BrN1C(CCC1=O)=O (N-bromosuccinimide), N(=NC(C#N)(C)C)C(C#N)(C)C (2,2'-azobis(2-methylpropionitrile)). The solvent is C(Cl)(Cl)(Cl)Cl (carbon tetrachloride). Conditions: time 30 minute. Yields the product BrCC1=CC=C(C=CC(=O)OC)C=C1 (Methyl 4-bromomethylcinnamate). Reaction SMILES: [CH3:1][C:2]1[CH:13]=[CH:12][C:5]([CH:6]=[CH:7][C:8]([O:10][CH3:11])=[O:9])=[CH:4][CH:3]=1.[Br:14]N1C(=O)CCC1=O.N(C(C)(C)C#N)=NC(C)(C)C#N>C(Cl)(Cl)(Cl)Cl>[Br:14][CH2:1][C:2]1[CH:13]=[CH:12][C:5]([CH:6]=[CH:7][C:8]([O:10][CH3:11])=[O:9])=[CH:4][CH:3]=1. Reported procedure: A mixture of 3.0 g (17.03 mmol) of methyl 4-methylcinnamate, 3.33 g (18.73 mmol) of N-bromosuccinimide and 60 mg of 2,2'-azobis(2-methylpropionitrile) in 75 ml of carbon tetrachloride was heated to reflux with a heat lamp and stirred rapidly for 30 minutes. The reaction mixture was cooled to room temperature and filtered. The filtrate was evaporated to give the title compound as an oil which crystallized. NMR in CDCl3 (δ units): 3.80 (singlet, 3); 4.48 (singlet, 2); 6.44 and 7.67 (doublets, J=15... Starting materials: ClC=1C=CC(=C(C1)S(=O)(=O)N)OCC(=O)N1[C@@H](CN([C@H](C1)C)CC1=CC=C(C=C1)F)C (5-chloro-2-{2-[4-(4-fluoro-benzyl)-(2R,5S)-2,5-dimethyl-piperazin-1-yl]-2-oxo-ethoxy}-benzenesulfonamide), C(C)(C)N=C=O (isopropyl isocyanate), CCCCCCC=CCCC (undec-7-ene). Solvent: O1CCCC1 (tetrahydrofuran). Reaction conditions: temperature 60 celsius, time 8 hour. Yields the product ClC=1C=CC(=C(C1)S(=O)(=O)NC(=O)NC(C)C)OCC(=O)N1[C@@H](CN([C@H](C1)C)CC1=CC=C(C=C1)F)C (5-Chloro-2-{2-[4-(4-fluoro-benzyl)-(2R,5S)-2,5-dimethyl-piperazin-1-yl]-2-oxo-ethoxy}-N-[(2-propylamino)carbonyl]-benzenesulfonamide). Isolated yield 72.1%. Reaction SMILES: [Cl:1][C:2]1[CH:3]=[CH:4][C:5]([O:12][CH2:13][C:14]([N:16]2[CH2:21][C@H:20]([CH3:22])[N:19]([CH2:23][C:24]3[CH:29]=[CH:28][C:27]([F:30])=[CH:26][CH:25]=3)[CH2:18][C@H:17]2[CH3:31])=[O:15])=[C:6]([S:8]([NH2:11])(=[O:10])=[O:9])[CH:7]=1.[CH:32]([N:35]=[C:36]=[O:37])([CH3:34])[CH3:33].CCCCCCC=CCCC>O1CCCC1>[Cl:1][C:2]1[CH:3]=[CH:4][C:5]([O:12][CH2:13][C:14]([N:16]2[CH2:21][C@H:20]([CH3:22])[N:19]([CH2:23][C:24]3[CH:25]=[CH:26][C:27]([F:30])=[CH:28][CH:29]=3)[CH2:18][C@H:17]2[CH3:31])=[O:15])=[C:6]([S:8]([NH:11][C:36]([NH:35][CH:32]([CH3:34])[CH3:33])=[O:37])(=[O:9])=[O:10])[CH:7]=1. Procedure details: To a solution of 5-chloro-2-{2-[4-(4-fluoro-benzyl)-(2R,5S)-2,5-dimethyl-piperazin-1-yl]-2-oxo-ethoxy}-benzenesulfonamide (0.07 g, 0.150 mmol) in tetrahydrofuran (1.5 mL) was added isopropyl isocyanate (0.022 mL, 0.23 mmol) and 1,8-diazabycyclo[5.4.0 ]undec-7-ene (0.034 mL, 0.23 mmol). The reaction was stirred at 60° C. overnight. The reaction was concentrated and purified by chromatography on silica gel to give the title compound (0.06 g, LRMS: 555.2) Reactants: C(CCCCCCCCCCC(=O)O)(=O)O (Dodecanedioic acid), [OH-].[Ca+2].[OH-] (Calcium hydroxide), [OH-].[Ca+2].[OH-] (calcium hydroxide), C(CCCCCCCCCCC(=O)O)(=O)O (dodecanedioic acid). Solvent: O (water). The product is C(CCCCCCCCCCC(=O)[O-])(=O)[O-].[Ca+2] (calcium dodecanedioate). As a reaction SMILES: [C:1]([OH:16])(=[O:15])[CH2:2][CH2:3][CH2:4][CH2:5][CH2:6][CH2:7][CH2:8][CH2:9][CH2:10][CH2:11][C:12]([OH:14])=[O:13].[OH-].[Ca+2:18].[OH-]>O>[C:1]([O-:16])(=[O:15])[CH2:2][CH2:3][CH2:4][CH2:5][CH2:6][CH2:7][CH2:8][CH2:9][CH2:10][CH2:11][C:12]([O-:14])=[O:13].[Ca+2:18] |f:1.2.3,5.6|. Procedure details: The calcium dodecanedioate is prepared in situ in the carrier fluid by mixing together the necessary portions of Dodecanedioic acid and Calcium hydroxide in the carrier fluid. The mixture is stirred while heating. The heat is gradually increased to about 250 degrees F maximum until foaming ceases. The heating is then discontinued but the mixture is stirred until the temperature decreases to about 150 degrees F. This procedure reacts the calcium hydroxide and dodecanedioic acid to form calcium do... The reactants are ClCCCC1C(COC2=C(S1)C=C(C=C2)OC)O (4-(3-chloropropyl)-7-methoxy-3,4-dihydro-2H-1,5-benzoxathiepin-3-ol), C1(=CC=CC=C1)N1CCNCC1 (N-phenylpiperazine), [I-].[K+] (potassium iodide), C([O-])([O-])=O.[K+].[K+] (potassium carbonate). Solvent: CN(C=O)C (N,N-dimethylformamide), O (water). Run at temperature 80 celsius. Yields the product COC=1C=CC2=C(S[C@@H]([C@@H](CO2)O)CCCN2CCN(CC2)C2=CC=CC=C2)C1 (cis-7-methoxy-4-[3-(4-phenylpiperazin-1-yl)propyl]-3,4-dihydro-2H-1,5-benzoxathiepin-3-ol). RXN SMILES: Cl[CH2:2][CH2:3][CH2:4][CH:5]1[S:11][C:10]2[CH:12]=[C:13]([O:16][CH3:17])[CH:14]=[CH:15][C:9]=2[O:8][CH2:7][CH:6]1[OH:18].[C:19]1([N:25]2[CH2:30][CH2:29][NH:28][CH2:27][CH2:26]2)[CH:24]=[CH:23][CH:22]=[CH:21][CH:20]=1.[I-].[K+].C(=O)([O-])[O-].[K+].[K+]>O.CN(C)C=O>[CH3:17][O:16][C:13]1[CH:14]=[CH:15][C:9]2[O:8][CH2:7][C@@H:6]([OH:18])[C@@H:5]([CH2:4][CH2:3][CH2:2][N:28]3[CH2:29][CH2:30][N:25]([C:19]4[CH:24]=[CH:23][CH:22]=[CH:21][CH:20]=4)[CH2:26][CH2:27]3)[S:11][C:10]=2[CH:12]=1 |f:2.3,4.5.6|. Procedure details: A mixture of 4-(3-chloropropyl)-7-methoxy-3,4-dihydro-2H-1,5-benzoxathiepin-3-ol 500 mg, N-phenylpiperazine (500 mg), potassium iodide (50 mg), potassium carbonate (400 mg) and N,N-dimethylformamide (10 ml) is heated at 80° C. for 8 hours with stirring. The reaction mixture is poured into water, extracted with ethyl acetate. The organic layer is washed with water, dried over anhydrous sodium sulfate and evaporated to dryness in vacuo. The residue is submited to column chromatography on silica ge... Solvent: CO (methanol), O (Water). Reported procedure: The crude 5-bromo-6-hydroxy-2H-isoquinolin-1-one (93 mg) was mixed with (R)-3-methanesulphonyloxypiperidine-1-carboxylic acid tert-butyl ester (500 mg, 4.3 mol eq), potassium carbonate (700 mg, 12 mol eq) and N, N-dimethylformamide (2 ml). The mixture was microwaved at 150° C. for 20 minutes. Water was added to the mixture and the crude product extracted out into ethyl acetate. The organic phase was washed with brine and dried (MgSO4). The organics were concentrated in vacuo then purified by pre... Reaction conditions: time 1 hour. Starting materials: BrC1=C2C=CNC(C2=CC=C1O)=O (5-bromo-6-hydroxy-2H-isoquinolin-1-one), C(C)(C)(C)OC(=O)N1C[C@@H](CCC1)OS(=O)(=O)C ((R)-3-methanesulphonyloxypiperidine-1-carboxylic acid tert-butyl ester), C([O-])([O-])=O.[K+].[K+] (potassium carbonate), CN(C=O)C (N, N-dimethylformamide). The product is BrC1=C2C=CNC(C2=CC=C1O[C@@H]1CNCCC1)=O ((S)-5-bromo-6-(piperidin-3-yloxy)-2H-isoquinolin-1-one). Reaction SMILES: [Br:1][C:2]1[C:11]([OH:12])=[CH:10][CH:9]=[C:8]2[C:3]=1[CH:4]=[CH:5][NH:6][C:7]2=[O:13].C(OC([N:21]1[CH2:26][CH2:25][CH2:24][C@@H:23](OS(C)(=O)=O)[CH2:22]1)=O)(C)(C)C.C(=O)([O-])[O-].[K+].[K+].CN(C)C=O>CO.O>[Br:1][C:2]1[C:11]([O:12][C@H:23]2[CH2:24][CH2:25][CH2:26][NH:21][CH2:22]2)=[CH:10][CH:9]=[C:8]2[C:3]=1[CH:4]=[CH:5][NH:6][C:7]2=[O:13] |f:2.3.4|. Reactants: Br, Br, Cc1ccc(NS(=O)(=O)Cc2ccc(F)cc2Cl)c(=O)n1CC(=O)O, Nc1nc2c(s1)CC(N)CC2. Product: Cc1ccc(NS(=O)(=O)Cc2ccc(F)cc2Cl)c(=O)n1CC(=O)NC1CCc2nc(N)sc2C1. As a reaction SMILES: [BrH:26].[BrH:27].[Cl:1][c:2]1[c:3]([CH2:4][S:5](=[O:6])(=[O:7])[NH:8][c:9]2[c:10](=[O:20])[n:11]([CH2:16][C:17](=[O:18])[OH:19])[c:12]([CH3:15])[cH:13][cH:14]2)[cH:21][cH:22][c:23]([F:25])[cH:24]1.[s:28]1[c:29]([NH2:38])[n:30][c:31]2[c:32]1[CH2:33][CH:34]([NH2:37])[CH2:35][CH2:36]2>>[Cl:1][c:2]1[c:3]([CH2:4][S:5](=[O:6])(=[O:7])[NH:8][c:9]2[c:10](=[O:20])[n:11]([CH2:16][C:17](=[O:18])[NH:37][CH:34]3[CH2:33][c:32]4[s:28][c:29]([NH2:38])[n:30][c:31]4[CH2:36][CH2:35]3)[c:12]([CH3:15])[cH:13][cH:14]2)[cH:21][cH:22][c:23]([F:25])[cH:24]1. Procedure: The preparations of 7-fluoro-3-methyl-2,3-dihydro-4H-1,3-benzoxazin-4-one and 3-hydroxy-N-(5-methylpyrazin-2-yl)-5-[(3S)-tetrahydrofuran-3-yloxy]benzamide were described earlier. The product is CN1COC2=C(C1=O)C=CC(=C2)OC=2C=C(C(=O)NC1=NC=C(N=C1)C)C=C(C2)O[C@@H]2COCC2 (3-[(3-Methyl-4-oxo-3,4-dihydro-2H-1,3-benzoxazin-7-yl)oxy]-N-(5-methylpyrazin-2-yl)-5-[(3S)-tetrahydrofuran-3-yloxy]benzamide). Reaction SMILES: F[C:2]1[CH:13]=[CH:12][C:5]2[C:6](=[O:11])[N:7]([CH3:10])[CH2:8][O:9][C:4]=2[CH:3]=1.[OH:14][C:15]1[CH:16]=[C:17]([CH:28]=[C:29]([O:31][C@H:32]2[CH2:36][CH2:35][O:34][CH2:33]2)[CH:30]=1)[C:18]([NH:20][C:21]1[CH:26]=[N:25][C:24]([CH3:27])=[CH:23][N:22]=1)=[O:19]>>[CH3:10][N:7]1[C:6](=[O:11])[C:5]2[CH:12]=[CH:13][C:2]([O:14][C:15]3[CH:16]=[C:17]([CH:28]=[C:29]([O:31][C@H:32]4[CH2:36][CH2:35][O:34][CH2:33]4)[CH:30]=3)[C:18]([NH:20][C:21]3[CH:26]=[N:25][C:24]([CH3:27])=[CH:23][N:22]=3)=[O:19])=[CH:3][C:4]=2[O:9][CH2:8]1. Starting materials: FC1=CC2=C(C(N(CO2)C)=O)C=C1 (7-fluoro-3-methyl-2,3-dihydro-4H-1,3-benzoxazin-4-one), OC=1C=C(C(=O)NC2=NC=C(N=C2)C)C=C(C1)O[C@@H]1COCC1 (3-hydroxy-N-(5-methylpyrazin-2-yl)-5-[(3S)-tetrahydrofuran-3-yloxy]benzamide). Reactants: [N+](=O)([O-])C1=CC=C(C=C1)B(O)O ((4-nitrophenyl)boronic acid), ClC1=C(C=NC=C1)F (4-chloro-3fluoropyridine), C([O-])([O-])=O.[K+].[K+] (potassium carbonate). Reagents/catalysts: [Pd].C1(=CC=CC=C1)P(C1=CC=CC=C1)C1=CC=CC=C1.C1(=CC=CC=C1)P(C1=CC=CC=C1)C1=CC=CC=C1.C1(=CC=CC=C1)P(C1=CC=CC=C1)C1=CC=CC=C1.C1(=CC=CC=C1)P(C1=CC=CC=C1)C1=CC=CC=C1 (tetrakis (triphenylphosphine) palladium). Solvent: COCCOC (1,2-dimethoxyethane). The product is FC=1C=NC=CC1C1=CC=C(C=C1)[N+](=O)[O-] (3-fluoro-4-(4-nitrophenyl)pyridine). Isolated yield 121.1%. As a reaction SMILES: [N+:1]([C:4]1[CH:9]=[CH:8][C:7](B(O)O)=[CH:6][CH:5]=1)([O-:3])=[O:2].Cl[C:14]1[CH:19]=[CH:18][N:17]=[CH:16][C:15]=1[F:20].C(=O)([O-])[O-].[K+].[K+]>COCCOC.[Pd].C1(P(C2C=CC=CC=2)C2C=CC=CC=2)C=CC=CC=1.C1(P(C2C=CC=CC=2)C2C=CC=CC=2)C=CC=CC=1.C1(P(C2C=CC=CC=2)C2C=CC=CC=2)C=CC=CC=1.C1(P(C2C=CC=CC=2)C2C=CC=CC=2)C=CC=CC=1>[F:20][C:15]1[CH:16]=[N:17][CH:18]=[CH:19][C:14]=1[C:7]1[CH:8]=[CH:9][C:4]([N+:1]([O-:3])=[O:2])=[CH:5][CH:6]=1 |f:2.3.4,6.7.8.9.10|. Reported procedure: To a stirred suspension of (4-nitrophenyl)boronic acid (1.6 g), 4-chloro-3fluoropyridine (1.11 g), and tetrakis (triphenylphosphine) palladium (462 mg) in 1,2-dimethoxyethane (25 mL) was added 0.8M potassium carbonate aqueous solution (25 mL) and the mixture was refluxed under nitrogen for 20 hours. After cooling, 1,2-dimethoxyethane was removed in vacuo. To the residue was added ethyl acetate, washed with water, dried over magnesium sulfate, and concentrated to afford 3-fluoro-4-(4-nitrophenyl)... Starting materials: BrCC(=C(C1=CC=C(C=C1)F)C1=CC=C(C=C1)F)C(F)F (2-bromomethyl-3,3-difluoro-1,1-bis(4-fluorophenyl)propene), COP(OC)OC (trimethylphosphite). The product is FC1=CC=C(C=C1)C(=C(CP(OC)(OC)=O)C(F)F)C1=CC=C(C=C1)F (Dimethyl [3,3-bis(4-fluorophenyl)-2-difluoromethyl-2-propen-1-yl]phosphonate). Yield: 73.6%. As a reaction SMILES: Br[CH2:2][C:3]([CH:19]([F:21])[F:20])=[C:4]([C:12]1[CH:17]=[CH:16][C:15]([F:18])=[CH:14][CH:13]=1)[C:5]1[CH:10]=[CH:9][C:8]([F:11])=[CH:7][CH:6]=1.[CH3:22][O:23][P:24]([O:27]C)[O:25][CH3:26]>>[F:11][C:8]1[CH:9]=[CH:10][C:5]([C:4]([C:12]2[CH:17]=[CH:16][C:15]([F:18])=[CH:14][CH:13]=2)=[C:3]([CH:19]([F:21])[F:20])[CH2:2][P:24](=[O:27])([O:25][CH3:26])[O:23][CH3:22])=[CH:6][CH:7]=1. Reported procedure: A solution of 2-bromomethyl-3,3-difluoro-1,1-bis(4-fluorophenyl)propene (0.5 g, 1.4 mmol) and trimethylphosphite (0.5 g, 4 mmol) was heated at relfux for 20 minutes. Excess trimethyl phosphite was removed in vacuo and the residue purified by chromatography on silica eluting with 40% ethyl acetate to give 0.4 g of the title compound as a viscous oil. MS(EI): m/e =388 for M+ of C18H17F4O3P.